From a dataset of the Open Reaction Database (ORD), a public repository of structured organic reaction records. describe an organic reaction: reactants, conditions, products, and yield Starting materials: C(C)(=O)O[C@@H]1CC2=CC[C@H]3[C@@H]4CC[C@@H]([C@@]4(C)CC[C@@H]3[C@]2(CC1)C)OC(C)=O (3β,17β diacetoxyandrost-5-ene), C(C)(C)(C)OO (t-butylhydroperoxide). The reagents and catalysts are [C-]#[O+].[C-]#[O+].[C-]#[O+].[C-]#[O+].[C-]#[O+].[C-]#[O+].[Cr] (chromium hexacarbonyl). Yields the product C(C)(=O)O[C@@H]1CC2=CC([C@H]3[C@@H]4CC[C@@H]([C@@]4(C)CC[C@@H]3[C@]2(CC1)C)OC(C)=O)=O (3β,17β-diacetoxyandrost-5-en-7-one). Reaction SMILES: [C:1]([O:4][C@H:5]1[CH2:22][CH2:21][C@@:20]2([CH3:23])[C:7](=[CH:8][CH2:9][C@@H:10]3[C@@H:19]2[CH2:18][CH2:17][C@@:15]2([CH3:16])[C@H:11]3[CH2:12][CH2:13][C@@H:14]2[O:24][C:25](=[O:27])[CH3:26])[CH2:6]1)(=[O:3])[CH3:2].C([O:32]O)(C)(C)C>[C-]#[O+].[C-]#[O+].[C-]#[O+].[C-]#[O+].[C-]#[O+].[C-]#[O+].[Cr]>[C:1]([O:4][C@H:5]1[CH2:22][CH2:21][C@@:20]2([CH3:23])[C:7](=[CH:8][C:9](=[O:32])[C@@H:10]3[C@@H:19]2[CH2:18][CH2:17][C@@:15]2([CH3:16])[C@H:11]3[CH2:12][CH2:13][C@@H:14]2[O:24][C:25](=[O:27])[CH3:26])[CH2:6]1)(=[O:3])[CH3:2] |f:2.3.4.5.6.7.8|. Procedure details: A second method of preparing βAET has been developed which also used 3β,17β diacetoxyandrost-5-ene as a starting material as before. This compound was oxidized with t-butylhydroperoxide in the presence of chromium hexacarbonyl (Cr(CO)6) to form 3β,17β-diacetoxyandrost-5-en-7-one as described by Pearson [Pearson, et al., J. Chem Soc. Perkin Trans. I, 267 (1985)]. The enone formed then was reduced with triisobutylaluminum (TIBA) to give the acetylated 7β-hydroxy (I) product.